From a dataset of the Open Reaction Database (ORD), a public repository of structured organic reaction records. describe an organic reaction: reactants, conditions, products, and yield Reactants: CC(=O)c1ccc(OCC=C(C)CBr)cc1, SCc1ccccc1, CN(C)C=O, [Na]. Yields the product CC(=O)c1ccc(OCC=C(C)CSCc2ccccc2)cc1. Reaction SMILES: [Br:1][CH2:2][C:3](=[CH:4][CH2:5][O:6][c:7]1[cH:8][cH:9][c:10]([C:13]([CH3:14])=[O:15])[cH:11][cH:12]1)[CH3:16].[CH2:18]([c:19]1[cH:20][cH:21][cH:22][cH:23][cH:24]1)[SH:25].[CH3:26][N:27]([CH3:28])[CH:29]=[O:30].[Na:17]>>[CH2:2]([C:3](=[CH:4][CH2:5][O:6][c:7]1[cH:8][cH:9][c:10]([C:13]([CH3:14])=[O:15])[cH:11][cH:12]1)[CH3:16])[S:25][CH2:18][c:19]1[cH:20][cH:21][cH:22][cH:23][cH:24]1. Starting materials: C(C1=CC=CC=C1)(=O)C1C(C2=C(S1)C=CC=C2)=O (2-benzoylbenzo[b]thiophen-3(2H)-one), O.NN (hydrazine hydrate). The solvent is C(CCC)O (butan-1-ol). Yields the product C1(=CC=CC=C1)C=1C2=C(NN1)C1=C(S2)C=CC=C1 (3-phenyl-1H-[1]benzothieno[3,2-c]pyrazole). RXN SMILES: [C:1]([CH:9]1[S:13][C:12]2[CH:14]=[CH:15][CH:16]=[CH:17][C:11]=2[C:10]1=O)(=O)[C:2]1[CH:7]=[CH:6][CH:5]=[CH:4][CH:3]=1.O.[NH2:20][NH2:21]>C(O)CCC>[C:2]1([C:1]2[C:9]3[S:13][C:12]4[CH:14]=[CH:15][CH:16]=[CH:17][C:11]=4[C:10]=3[NH:20][N:21]=2)[CH:7]=[CH:6][CH:5]=[CH:4][CH:3]=1 |f:1.2|. Procedure details: A mixture of 2-benzoylbenzo[b]thiophen-3(2H)-one (1.50 g, supplied by the Maybridge Chemical Company, Tintagel, England) hydrazine hydrate (0.3 ml) and butan-1-ol (50 ml) was boiled under reflux under nitrogen for 7.5 hours. The solvent was removed under reduced pressure and the residue was taken up in ethyl acetate, washed with water, dried, filtered and evaporated to give a solid which was purified by flash column chromatography on silica using toluene/ethyl acetate (7.5:1) as the mobile phase... Reactants: O1C(=CC=C1)C(N)=S (2-furan-thiocarboxamide), BrCC(C(=O)OCC)=O (ethyl bromopyruvate). The solvent is C(C)O (ethanol). Yields the product O1C(=CC=C1)C=1SC=C(N1)C(=O)OCC (ethyl 2-(2-furyl)-4-thiazolecarboxylate). Reaction SMILES: [O:1]1[CH:5]=[CH:4][CH:3]=[C:2]1[C:6](=[S:8])[NH2:7].Br[CH2:10][C:11](=O)[C:12]([O:14][CH2:15][CH3:16])=[O:13]>C(O)C>[O:1]1[CH:5]=[CH:4][CH:3]=[C:2]1[C:6]1[S:8][CH:10]=[C:11]([C:12]([O:14][CH2:15][CH3:16])=[O:13])[N:7]=1. Reported procedure: To a solution of 2-furan-thiocarboxamide (1.63 g) dissolved in dry ethanol (65 ml) with heating was added ethyl bromopyruvate (1.97 ml) and the mixture was refluxed for 30 minutes. Then the solvent was removed from the reaction mixture, and the residue was treated with water, neutralized with 4% aqueous sodium carbonate and extracted three times with ethyl acetate. The organic layer was washed with saturated aqueous NaCl, dried (anhydrous Na2SO4) and concentrated to give yellowish crystals of et... Reactants: CCOC(=O)C(Cc1ccc(OCCCOc2ccc(-c3ccc(-c4nnn[nH]4)cc3)cc2)cc1)OC, [Na+], [OH-]. Yields the product COC(Cc1ccc(OCCCOc2ccc(-c3ccc(-c4nnn[nH]4)cc3)cc2)cc1)C(=O)O. As a reaction SMILES: [CH2:1]([CH3:2])[O:3][C:4]([CH:5]([CH2:6][c:7]1[cH:8][cH:9][c:10]([O:13][CH2:14][CH2:15][CH2:16][O:17][c:18]2[cH:19][cH:20][c:21](-[c:24]3[cH:25][cH:26][c:27](-[c:30]4[n:31][n:32][n:33][nH:34]4)[cH:28][cH:29]3)[cH:22][cH:23]2)[cH:11][cH:12]1)[O:35][CH3:36])=[O:37].[Na+:39].[OH-:38]>>[O:3]=[C:4]([CH:5]([CH2:6][c:7]1[cH:8][cH:9][c:10]([O:13][CH2:14][CH2:15][CH2:16][O:17][c:18]2[cH:19][cH:20][c:21](-[c:24]3[cH:25][cH:26][c:27](-[c:30]4[n:31][n:32][n:33][nH:34]4)[cH:28][cH:29]3)[cH:22][cH:23]2)[cH:11][cH:12]1)[O:35][CH3:36])[OH:37]. The reactants are O=C1CC2(CCN(CC2)C(=O)[C@@H](CCCC2=CC=CC=C2)NC(C(C)(C)NC(=O)OC(C)(C)C)=O)C2=CC=CC=C12 (N-[1(R)-[(2,3-Dihydro-3-oxo-spiro[1H-indene-1,4'-piperdin]-1'-yl)carbonyl]-4-phenylbutyl]-2-[(1,1-dimethylethoxy)carbonyl]amino-2-methylpropanamide), FC(C(=O)O)(F)F (trifluoroacetic acid). Solvent: ClCCl (dichloromethane). Run at time 1 hour. Product: FC(C(=O)O)(F)F.O=C1CC2(CCN(CC2)C(=O)[C@@H](CCCC2=CC=CC=C2)NC(C(C)(C)N)=O)C2=CC=CC=C12 (N-[1(R)-[(2,3-Dihydro-3-oxo-spiro[1H-indene-1,4'-piperdin]-1'-yl)carbonyl]-4-phenylbutyl]-2-amino-2-methylpropanamide trifluoroactate). Reaction SMILES: [O:1]=[C:2]1[C:41]2[C:36](=[CH:37][CH:38]=[CH:39][CH:40]=2)[C:4]2([CH2:9][CH2:8][N:7]([C:10]([C@H:12]([NH:22][C:23](=[O:35])[C:24]([NH:27]C(OC(C)(C)C)=O)([CH3:26])[CH3:25])[CH2:13][CH2:14][CH2:15][C:16]3[CH:21]=[CH:20][CH:19]=[CH:18][CH:17]=3)=[O:11])[CH2:6][CH2:5]2)[CH2:3]1.[F:42][C:43]([F:48])([F:47])[C:44]([OH:46])=[O:45]>ClCCl>[F:42][C:43]([F:48])([F:47])[C:44]([OH:46])=[O:45].[O:1]=[C:2]1[C:41]2[C:36](=[CH:37][CH:38]=[CH:39][CH:40]=2)[C:4]2([CH2:5][CH2:6][N:7]([C:10]([C@H:12]([NH:22][C:23](=[O:35])[C:24]([NH2:27])([CH3:26])[CH3:25])[CH2:13][CH2:14][CH2:15][C:16]3[CH:17]=[CH:18][CH:19]=[CH:20][CH:21]=3)=[O:11])[CH2:8][CH2:9]2)[CH2:3]1 |f:3.4|. Reported procedure: To the product obtained from Step A in 2 mL of dichloromethane was added 2 mL of trifluoroacetic acid and stirred at RT for 1 h. The reaction mixture was concentrated under reduced pressure to yield the title compound as a colorless solid. Reactants: ClC=1C(=NC(=CC1)SCC)C#N (3-chloro-6-ethylthio-2-pyridinecarbonitrile), ClC=1C=C(C=CC1Cl)O (3,4-dichlorophenol), CC(C)(C)[O-].[K+] (t-BuOK). Run in C1CCOC1 (THF), CS(=O)C (DMSO). Product: ClC=1C=C(OC=2C(=NC(=CC2)SCC)C#N)C=CC1Cl (3-(3,4-dichlorophenoxy)-6-ethylthio-2-pyridinecarbonitrile). Yield: 53.5%. Reaction SMILES: Cl[C:2]1[C:3]([C:11]#[N:12])=[N:4][C:5]([S:8][CH2:9][CH3:10])=[CH:6][CH:7]=1.[Cl:13][C:14]1[CH:15]=[C:16]([OH:21])[CH:17]=[CH:18][C:19]=1[Cl:20].CC([O-])(C)C.[K+]>C1COCC1.CS(C)=O>[Cl:13][C:14]1[CH:15]=[C:16]([CH:17]=[CH:18][C:19]=1[Cl:20])[O:21][C:2]1[C:3]([C:11]#[N:12])=[N:4][C:5]([S:8][CH2:9][CH3:10])=[CH:6][CH:7]=1 |f:2.3|. Reported procedure: Following a procedure substantially the same as that described in Example 20, 8.0 g of 3-chloro-6-ethylthio-2-pyridinecarbonitrile was reacted with 8.2 g of 3,4-dichlorophenol in the presence of 5.6 g of t-BuOK in 60 ml of THF and 30 ml of DMSO. The reaction was allowed to proceed at boiling temperature for about 40 hours. The product, an oil, was purified by distillation on a Kugelrohr distillation apparatus, separated on a Water's Prep LC 500 instrument, and again distilled on a Kugelrohr appa... The reactants are CC(C1=CC=C(O1)C1=CC=C(C=C1)[N+](=O)[O-])O (α-Methyl-5-(p-nitrophenyl)furfuryl Alcohol), O (H2O). The reagents and catalysts are [Pd] (Pd/C). Run in CO (methanol). The product is CC(C1=CC=C(O1)C1=CC=C(C=C1)N)O (α-Methyl-5-(p-aminophenyl)furfuryl Alcohol). The yield is 70.9%. RXN SMILES: [CH3:1][CH:2]([OH:17])[C:3]1[O:7][C:6]([C:8]2[CH:13]=[CH:12][C:11]([N+:14]([O-])=O)=[CH:10][CH:9]=2)=[CH:5][CH:4]=1.O>[Pd].CO>[CH3:1][CH:2]([OH:17])[C:3]1[O:7][C:6]([C:8]2[CH:13]=[CH:12][C:11]([NH2:14])=[CH:10][CH:9]=2)=[CH:5][CH:4]=1. Procedure details: A mixture of 79 g (0.34 mole) of the compound of Example I, 1 tsp. of 5% Pd/C, 50% H2O, and 500 ml of methanol was shaken under hydrogen pressure with the theoretical amount of H2 being absorbed. The catalyst was removed by filtration, and the filtrate was taken to near dryness on a Calab evaporator. The resulting solid was filtered and air-dried to yield 49 g (71%) of title compound. An analytical sample was prepared by recrystallizing a sample twice from ethanol/charcoal, m.p. 100°-104°. The reactants are Cc1ccccc1C1CC(=O)c2c(C)cn(S(C)(=O)=O)c2C1, CCO, Cl, Cl, N=C(N)NN, O. The product is Cc1ccccc1C1CC(=NNC(=N)N)c2c(C)cn(S(C)(=O)=O)c2C1, Cl. As a reaction SMILES: [CH3:1][S:2](=[O:3])(=[O:4])[n:5]1[cH:6][c:7]([CH3:22])[c:8]2[c:13]1[CH2:12][CH:11]([c:14]1[c:15]([CH3:20])[cH:16][cH:17][cH:18][cH:19]1)[CH2:10][C:9]2=[O:21].[CH3:31][CH2:32][OH:33].[ClH:23].[ClH:29].[NH2:24][NH:25][C:26](=[NH:27])[NH2:28].[OH2:30]>>[CH3:1][S:2](=[O:3])(=[O:4])[n:5]1[cH:6][c:7]([CH3:22])[c:8]2[c:13]1[CH2:12][CH:11]([c:14]1[c:15]([CH3:20])[cH:16][cH:17][cH:18][cH:19]1)[CH2:10][C:9]2=[N:24][NH:25][C:26](=[NH:27])[NH2:28].[ClH:23]. Starting materials: ClC=1C=C(SC1Cl)CN1C(C2=CC=CC=C2C1=O)=O (2-(4,5-Dichloro-thiophen-2-ylmethyl)-isoindole-1,3-dione), O.NN (hydrazine hydrate). Solvent: CO (methanol), O1CCCC1 (tetrahydrofuran). Yields the product ClC=1C=C(SC1Cl)CN (C-(4,5-Dichloro-thiophen-2-yl)-methylamine). The yield is 75.8%. RXN SMILES: [Cl:1][C:2]1[CH:3]=[C:4]([CH2:8][N:9]2C(=O)C3C(=CC=CC=3)C2=O)[S:5][C:6]=1[Cl:7].O.NN>CO.O1CCCC1>[Cl:1][C:2]1[CH:3]=[C:4]([CH2:8][NH2:9])[S:5][C:6]=1[Cl:7] |f:1.2|. Reported procedure: To a stirred suspension of 2-(4,5-Dichloro-thiophen-2-ylmethyl)-isoindole-1,3-dione (0.770 grams, 2.47 mmole) in methanol (30 ml) and tetrahydrofuran (10 ml) at room temperature was added hydrazine hydrate (0.395 grams, 12.3 mmole) and stirred at room temperature over night. A precipitate formed, and the mixture was concentrated to about 15 ml and filtered. The filtrate was poured into 100 ml water and extracted with diethyl ether. The combined extracts were washed with water and brine, dried ov...